This data is from the Open Reaction Database (ORD), a public repository of structured organic reaction records. The task is: describe an organic reaction: reactants, conditions, products, and yield Starting materials: [N+](=O)([O-])C1=CC=C(C=C1)NC(=O)NN (N-(4-nitrophenyl)hydrazinecarboxamide), Cl.C(C)(N)=N (ethanimidamide hydrochloride), C(C)(=O)[O-].[Na+] (sodium acetate). The solvent is O (water). Run at temperature 140 celsius. Yields the product CC=1N(C(NN1)=O)C1=CC=C(C=C1)[N+](=O)[O-] (2,4-dihydro-5-methyl-4-(4-nitrophenyl)-3H-1,2,4-triazol-3-one). Yield: 34.0%. Reaction SMILES: [N+:1]([C:4]1[CH:9]=[CH:8][C:7]([NH:10][C:11]([NH:13][NH2:14])=[O:12])=[CH:6][CH:5]=1)([O-:3])=[O:2].Cl.[C:16](=N)(N)[CH3:17].C([O-])(=O)C.[Na+]>O>[CH3:16][C:17]1[N:10]([C:7]2[CH:6]=[CH:5][C:4]([N+:1]([O-:3])=[O:2])=[CH:9][CH:8]=2)[C:11](=[O:12])[NH:13][N:14]=1 |f:1.2,3.4|. Procedure: A mixture of 4 parts of N-(4-nitrophenyl)hydrazinecarboxamide, 5 parts of ethanimidamide hydrochloride and 5 parts of sodium acetate is stirred and heated for 4 hours at 140° C. The reaction mixture is cooled, water is added and the whole is stirred till the product is crystallized. It is filtered off and recrystallized from 2-propanol, yielding 1.5 parts (34%) of 2,4-dihydro-5-methyl-4-(4-nitrophenyl)-3H-1,2,4-triazol-3-one; mp. 226.1° C.